From a dataset of the Open Reaction Database (ORD), a public repository of structured organic reaction records. describe an organic reaction: reactants, conditions, products, and yield Starting materials: O (water), [N+](=O)([O-])C1=CC=C(C=C1)NCCNS(=O)(=O)C1=CC=CC=C1 (N-{2-[(4nitrophenyl)amino]ethyl}benzenesulfonamide), [Cl-].[NH4+] (ammonium chloride). The reagents and catalysts are [Zn] (zinc). Solvent: O.C(C)O (water ethanol). Conditions: temperature 0 celsius. Yields the product NC1=CC=C(C=C1)NCCNS(=O)(=O)C1=CC=CC=C1 (N-{2-[(4-aminophenyl)amino]ethyl}benzenesulfonamide). Yield: 86.6%. As a reaction SMILES: [Cl-].[NH4+].O.[N+:4]([C:7]1[CH:12]=[CH:11][C:10]([NH:13][CH2:14][CH2:15][NH:16][S:17]([C:20]2[CH:25]=[CH:24][CH:23]=[CH:22][CH:21]=2)(=[O:19])=[O:18])=[CH:9][CH:8]=1)([O-])=O>O.C(O)C.[Zn]>[NH2:4][C:7]1[CH:12]=[CH:11][C:10]([NH:13][CH2:14][CH2:15][NH:16][S:17]([C:20]2[CH:21]=[CH:22][CH:23]=[CH:24][CH:25]=2)(=[O:19])=[O:18])=[CH:9][CH:8]=1 |f:0.1,4.5|. Procedure details: A mixture of zinc powder (2 g) and ammonium chloride (0.2 g) in 22 ml of a water/ethanol mixture (1/1) was refluxed in a boiling-water bath. The derivative N-{2-[(4nitrophenyl)amino]ethyl}benzenesulfonamide (2) (3 g, 9 mmol) was added in portions and heating was continued until the reaction medium decolorized. The mixture was filtered while hot and the zinc was rinsed with ethanol/water solution (50/50). The filtrate crystallized rapidly. After cooling to 0° C., the solid was filtered off and th... The reactants are C[Mg]Br (Methylmagnesium bromide), CC(CC=1N=C(N(C1)S(=O)(=O)N(C)C)C(CC1=CC=C(C=C1)N1C2=C(CCC1)C=NN2COCC[Si](C)(C)C)=O)(C)C (4-(2,2-dimethylpropyl)-N,N-dimethyl-2-{[4-(1-{[2-(trimethylsilyl)-ethoxy]methyl}-1,4,5,6-tetrahydro-7H-pyrazolo[3,4-b]pyridin-7-yl)phenyl]acetyl}-1H-imidazole-1-sulfonamide). As a reaction SMILES: [CH3:1][Mg]Br.[CH3:4][C:5]([CH3:45])([CH3:44])[CH2:6][C:7]1[N:8]=[C:9]([C:18](=[O:43])[CH2:19][C:20]2[CH:25]=[CH:24][C:23]([N:26]3[CH2:31][CH2:30][CH2:29][C:28]4[CH:32]=[N:33][N:34]([CH2:35][O:36][CH2:37][CH2:38][Si:39]([CH3:42])([CH3:41])[CH3:40])[C:27]3=4)=[CH:22][CH:21]=2)[N:10]([S:12]([N:15]([CH3:17])[CH3:16])(=[O:14])=[O:13])[CH:11]=1>O1CCCC1>[CH3:4][C:5]([CH3:45])([CH3:44])[CH2:6][C:7]1[N:8]=[C:9]([C:18]([OH:43])([CH3:1])[CH2:19][C:20]2[CH:21]=[CH:22][C:23]([N:26]3[CH2:31][CH2:30][CH2:29][C:28]4[CH:32]=[N:33][N:34]([CH2:35][O:36][CH2:37][CH2:38][Si:39]([CH3:41])([CH3:42])[CH3:40])[C:27]3=4)=[CH:24][CH:25]=2)[N:10]([S:12]([N:15]([CH3:16])[CH3:17])(=[O:13])=[O:14])[CH:11]=1. Procedure: Methylmagnesium bromide (3 M in diethyl ether) (2 eq) was added to a 0° C. solution of 4-(2,2-dimethylpropyl)-N,N-dimethyl-2-{[4-(1-{[2-(trimethylsilyl)-ethoxy]methyl}-1,4,5,6-tetrahydro-7H-pyrazolo[3,4-b]pyridin-7-yl)phenyl]acetyl}-1H-imidazole-1-sulfonamide (1 eq) in tetrahydrofuran (3 mL). After stirring at 0° C. for 30 min, the reaction mixture was quenched with saturated aqueous ammonium chloride and extracted with methylene chloride and ethyl acetate. The combined organic extracts were dri... Run at temperature 0 celsius, time 30 minute. The product is CC(CC=1N=C(N(C1)S(=O)(=O)N(C)C)C(CC1=CC=C(C=C1)N1C2=C(CCC1)C=NN2COCC[Si](C)(C)C)(C)O)(C)C (4-(2,2-dimethylpropyl)-2-{1-hydroxy-1-methyl-2-[4-(1-{[2-(trimethylsilyl)-ethoxy]methyl}-1,4,5,6-tetrahydro-7H-pyrazolo[3,4-b]pyridin-7-yl)phenyl]ethyl}-N,N-dimethyl-1H-imidazole-1-sulfonamide). Run in O1CCCC1 (tetrahydrofuran). Starting materials: C1COCCO1, CCOC(C)=O, Fc1ccc(F)c(C(Sc2ccc(Cl)cc2)c2cc(Cl)ncc2Cl)c1, NCCN1CCOCC1. Yields the product Fc1ccc(F)c(C(Sc2ccc(Cl)cc2)c2cc(NCCN3CCOCC3)ncc2Cl)c1. As a reaction SMILES: [CH2:35]1[O:36][CH2:37][CH2:38][O:39][CH2:40]1.[CH3:41][CH2:42][O:43][C:44](=[O:45])[CH3:46].[Cl:1][c:2]1[n:3][cH:4][c:5]([Cl:25])[c:6]([CH:8]([c:9]2[c:10]([F:16])[cH:11][cH:12][c:13]([F:15])[cH:14]2)[S:17][c:18]2[cH:19][cH:20][c:21]([Cl:24])[cH:22][cH:23]2)[cH:7]1.[NH2:26][CH2:27][CH2:28][N:29]1[CH2:30][CH2:31][O:32][CH2:33][CH2:34]1>>[c:2]1([NH:26][CH2:27][CH2:28][N:29]2[CH2:30][CH2:31][O:32][CH2:33][CH2:34]2)[n:3][cH:4][c:5]([Cl:25])[c:6]([CH:8]([c:9]2[c:10]([F:16])[cH:11][cH:12][c:13]([F:15])[cH:14]2)[S:17][c:18]2[cH:19][cH:20][c:21]([Cl:24])[cH:22][cH:23]2)[cH:7]1. Reactants: Cn1c(N2CCN(CCCN)CC2)cc(=O)n(C)c1=O, CN(C)C=O, N#Cc1cc([N+](=O)[O-])ccc1Cl. Yields the product Cn1c(N2CCN(CCCNc3ccc([N+](=O)[O-])cc3C#N)CC2)cc(=O)n(C)c1=O. As a reaction SMILES: [CH3:1][n:2]1[c:3](=[O:20])[n:4]([CH3:19])[c:5](=[O:18])[cH:6][c:7]1[N:8]1[CH2:9][CH2:10][N:11]([CH2:14][CH2:15][CH2:16][NH2:17])[CH2:12][CH2:13]1.[CH3:33][N:34]([CH3:35])[CH:36]=[O:37].[Cl:21][c:22]1[c:23]([C:24]#[N:25])[cH:26][c:27]([N+:30](=[O:31])[O-:32])[cH:28][cH:29]1>>[CH3:1][n:2]1[c:3](=[O:20])[n:4]([CH3:19])[c:5](=[O:18])[cH:6][c:7]1[N:8]1[CH2:9][CH2:10][N:11]([CH2:14][CH2:15][CH2:16][NH:17][c:22]2[c:23]([C:24]#[N:25])[cH:26][c:27]([N+:30](=[O:31])[O-:32])[cH:28][cH:29]2)[CH2:12][CH2:13]1. Reactants: C1(=CC=CC=C1O)C (o-cresol), CO (methanol), oxide. Reagents/catalysts: [O-2].[Fe+2] (iron oxide), [O-2].[Zr+4].[O-2] (zirconium oxide), [O-2].[Cr+3].[O-2].[O-2].[Cr+3] (chromium oxide). The solvent is O (water). Yields the product C=1(C(=CC=CC1C)C)O (2,6-xylenol). Reaction SMILES: [C:1]1([CH3:8])[C:6]([OH:7])=[CH:5][CH:4]=[CH:3][CH:2]=1.[CH3:9]O>[O-2].[Fe+2].[O-2].[Zr+4].[O-2].[O-2].[Cr+3].[O-2].[O-2].[Cr+3].O>[C:6]1([OH:7])[C:5]([CH3:9])=[CH:4][CH:3]=[CH:2][C:1]=1[CH3:8] |f:2.3,4.5.6,7.8.9.10.11|. Procedure: o-cresol, methanol and water in a molar ratio of 1:2,5:2,5 were reacted in the same way as in Example 1. The catalyst consisted of iron oxide, zirconium oxide, chromium oxide and lanthanium oxide in a molar ratio of 100:3:2:0,5. After working up, 2,6-xylenol was obtained with a selectivity of 98,2%.